From a dataset of the Open Reaction Database (ORD), a public repository of structured organic reaction records. describe an organic reaction: reactants, conditions, products, and yield Reactants: BrC1=CC=CC(=N1)CNCCOC ((6-bromo-pyridin-2-ylmethyl)-(2-methoxy-ethyl)-amine), C(CC#C)N1CCCCC1 (1-but-3-ynyl-piperidine). The product is COCCNCC1=NC(=CC=C1)C#CCCN1CCCCC1 ((2-Methoxy-ethyl)-[6-(4-piperidin-1-yl-but-1-ynyl)-pyridin-2-ylmethyl]-amine). Yield: 13.0%. As a reaction SMILES: Br[C:2]1[N:7]=[C:6]([CH2:8][NH:9][CH2:10][CH2:11][O:12][CH3:13])[CH:5]=[CH:4][CH:3]=1.[CH2:14]([N:18]1[CH2:23][CH2:22][CH2:21][CH2:20][CH2:19]1)[CH2:15][C:16]#[CH:17]>>[CH3:13][O:12][CH2:11][CH2:10][NH:9][CH2:8][C:6]1[CH:5]=[CH:4][CH:3]=[C:2]([C:17]#[C:16][CH2:15][CH2:14][N:18]2[CH2:23][CH2:22][CH2:21][CH2:20][CH2:19]2)[N:7]=1. Reported procedure: The title compound (13%) was prepared in a manner similar to that described in Example 18, Step D, using (6-bromo-pyridin-2-ylmethyl)-(2-methoxy-ethyl)-amine (0.300 g, 1.23 mmol) and 1-but-3-ynyl-piperidine (0.336 g, 2.45 mmol). MS (ESI): exact mass calcd. for C18H27N3O, 301.44; m/z found, 302.4 [M+H]+. 1H NMR (500 MHz, CDCl3): 7.56 (t, 7.7, 1H), 7.26 (d, J=7.1, 1H), 7.23 (d, J=7.7, 1H), 3.90 (s, 2H), 3.52-3.45 (m, 2H), 3.34 (s, 3H), 2.80 J=5.2, 2H), 2.70-2.59 (m, 4H), 2.48-2.40 (m, 4H), 1.67-1.... Starting materials: CN(C)C(=O)c1ccc(C(N)=O)cc1S(=O)(=O)NC(C)(C)C, O=C(O)C(F)(F)F. Yields the product CN(C)C(=O)c1ccc(C(N)=O)cc1S(N)(=O)=O. Reaction SMILES: [CH3:1][N:2]([C:3]([c:4]1[c:5]([S:13]([NH:14][C:15]([CH3:16])([CH3:17])[CH3:18])(=[O:19])=[O:20])[cH:6][c:7]([C:10]([NH2:11])=[O:12])[cH:8][cH:9]1)=[O:21])[CH3:22].[OH:23][C:24]([C:25]([F:26])([F:27])[F:28])=[O:29]>>[CH3:1][N:2]([C:3]([c:4]1[c:5]([S:13]([NH2:14])(=[O:19])=[O:20])[cH:6][c:7]([C:10]([NH2:11])=[O:12])[cH:8][cH:9]1)=[O:21])[CH3:22]. Reactants: CC(C)(C)[Si](C)(C)Cl, CCOC(C)=O, CO, [Na+], O=C([O-])O, CN(C)C=O, C[Si](C)(C)CCOCn1cnc(C(O)c2cccnc2)c1, c1c[nH]cn1. Product: CC(C)(C)[Si](C)(C)OC(c1cccnc1)c1cn(COCC[Si](C)(C)C)cn1. As a reaction SMILES: [C:27]([CH3:28])([CH3:29])([CH3:30])[Si:31]([CH3:32])([CH3:33])[Cl:34].[C:42]([O:43][CH2:44][CH3:45])(=[O:46])[CH3:47].[CH3:40][OH:41].[Na+:39].[O-:35][C:36]([OH:37])=[O:38].[O:48]=[CH:49][N:50]([CH3:51])[CH3:52].[n:1]1[cH:2][c:3]([CH:7]([OH:8])[c:9]2[n:10][cH:11][n:12]([CH2:14][O:15][CH2:16][CH2:17][Si:18]([CH3:19])([CH3:20])[CH3:21])[cH:13]2)[cH:4][cH:5][cH:6]1.[nH:22]1[cH:23][cH:24][n:25][cH:26]1>>[n:1]1[cH:2][c:3]([CH:7]([O:8][Si:31]([C:27]([CH3:28])([CH3:29])[CH3:30])([CH3:32])[CH3:33])[c:9]2[n:10][cH:11][n:12]([CH2:14][O:15][CH2:16][CH2:17][Si:18]([CH3:19])([CH3:20])[CH3:21])[cH:13]2)[cH:4][cH:5][cH:6]1. Starting materials: C([O-])([O-])=O.[K+].[K+] (potassium carbonate), IC1=CC=CC=C1 (iodobenzene), HETEROCYCLIC, diarylamine, C=C1CC(=O)O1 (diketene), HETEROCYCLIC COMPOUNDS, OC1=NC2=CC=CC=C2C(=C1)C (2-hydroxy-4-methylquinoline). Reagents/catalysts: [Cu] (copper). The product is CC1=CC(N(C2=CC=CC=C12)C1=CC=CC=C1)=O (1,2-dihydro-4-methyl-1-phenyl-2-quinolone). Isolated yield 54.7%. RXN SMILES: C=C1OC(=O)C1.[OH:7][C:8]1[CH:17]=[C:16]([CH3:18])[C:15]2[C:10](=[CH:11][CH:12]=[CH:13][CH:14]=2)[N:9]=1.C(=O)([O-])[O-].[K+].[K+].I[C:26]1[CH:31]=[CH:30][CH:29]=[CH:28][CH:27]=1>[Cu]>[CH3:18][C:16]1[C:15]2[C:10](=[CH:11][CH:12]=[CH:13][CH:14]=2)[N:9]([C:26]2[CH:31]=[CH:30][CH:29]=[CH:28][CH:27]=2)[C:8](=[O:7])[CH:17]=1 |f:2.3.4|. Reported procedure: The starting 1,2-dihydro-4-methyl-1-phenyl-2-quinolone (1) is prepared either by an Ullmann coupling according to a literature procedure (e.g. S. Wawzonek and T. V. Truong, J. HETEROCYCLIC CHEM., 25, 381 (1988).) or via the reaction of the corresponding diarylamine with diketene followed by acid cyclization (e.g. R. C. Elderfield, ed., HETEROCYCLIC COMPOUNDS vol. 4, pp. 1-331, 1952). Thus 10.0 g (62.9 mmoles) of 2-hydroxy-4-methylquinoline is heated at reflux with 24.0 g (377 mmoles) of copper p... Starting materials: CO, CC(C)N1CCN(c2ccc([N+](=O)[O-])cc2)CC1. Yields the product CC(C)N1CCN(c2ccc(N)cc2)CC1. As a reaction SMILES: [CH3:19][OH:20].[CH:1]([CH3:2])([CH3:3])[N:4]1[CH2:5][CH2:6][N:7]([c:10]2[cH:11][cH:12][c:13]([N+:16]([O-:17])=[O:18])[cH:14][cH:15]2)[CH2:8][CH2:9]1>>[CH:1]([CH3:2])([CH3:3])[N:4]1[CH2:5][CH2:6][N:7]([c:10]2[cH:11][cH:12][c:13]([NH2:16])[cH:14][cH:15]2)[CH2:8][CH2:9]1. Reactants: NCCCCN1C=NC=2C(=NC=3C=CC=CC3C21)N (1-(4-aminobutyl)-1H-imidazo[4,5-c]quinolin-4-amine), N1=CC(=CC2=CC=CC=C12)C(=O)Cl (quinoline-3-carbonyl chloride). The product is NC1=NC=2C=CC=CC2C2=C1N=CN2CCCCNC(=O)C=2C=NC1=CC=CC=C1C2 (N3-[4-(4-amino-1H-imidazo[4,5-c]quinolin-1-yl)butyl]-3-quinolinecarboxamide). As a reaction SMILES: [NH2:1][CH2:2][CH2:3][CH2:4][CH2:5][N:6]1[C:18]2[C:17]3[CH:16]=[CH:15][CH:14]=[CH:13][C:12]=3[N:11]=[C:10]([NH2:19])[C:9]=2[N:8]=[CH:7]1.[N:20]1[C:29]2[C:24](=[CH:25][CH:26]=[CH:27][CH:28]=2)[CH:23]=[C:22]([C:30](Cl)=[O:31])[CH:21]=1>>[NH2:19][C:10]1[C:9]2[N:8]=[CH:7][N:6]([CH2:5][CH2:4][CH2:3][CH2:2][NH:1][C:30]([C:22]3[CH:21]=[N:20][C:29]4[C:24]([CH:23]=3)=[CH:25][CH:26]=[CH:27][CH:28]=4)=[O:31])[C:18]=2[C:17]2[CH:16]=[CH:15][CH:14]=[CH:13][C:12]=2[N:11]=1. Procedure details: According to the general method of Example 14, 1-(4-aminobutyl)-1H-imidazo[4,5-c]quinolin-4-amine and quinoline-3-carbonyl chloride were combined to provide N3-[4-(4-amino-1H-imidazo[4,5-c]quinolin-1-yl)butyl]-3-quinolinecarboxamide as a white crystalline solid, m.p. 116.0-118.0° C. (decomposition). 1H NMR (300 MHz, DMSO-d6) δ 9.24 (d, J=2.1 Hz, 1H), 8.86 (t, J=5.1 Hz, 1H), 8.74 (d, J=2.1 Hz, 1H), 8.25 (s, 1H), 8.09-8.05 (m, 3H), 7.86 (dt, J=7.5, 1.0 Hz, 1H), 7.69 (t, J=7.5 Hz, 1H), 7.61 (d, J=7... Starting materials: O=C(N=C=S)c1ccccc1, C1CCOC1, COc1ccc(CSc2cc(N)ncc2Br)cc1, CCOC(C)=O. The product is COc1ccc(CSc2cc(NC(=S)NC(=O)c3ccccc3)ncc2Br)cc1. As a reaction SMILES: [C:19]([c:20]1[cH:21][cH:22][cH:23][cH:24][cH:25]1)(=[O:26])[N:27]=[C:28]=[S:29].[CH2:36]1[O:37][CH2:38][CH2:39][CH2:40]1.[CH3:1][O:2][c:3]1[cH:4][cH:5][c:6]([CH2:7][S:8][c:9]2[cH:10][c:11]([NH2:16])[n:12][cH:13][c:14]2[Br:15])[cH:17][cH:18]1.[CH3:30][CH2:31][O:32][C:33]([CH3:34])=[O:35]>>[CH3:1][O:2][c:3]1[cH:4][cH:5][c:6]([CH2:7][S:8][c:9]2[cH:10][c:11]([NH:16][C:28]([NH:27][C:19]([c:20]3[cH:21][cH:22][cH:23][cH:24][cH:25]3)=[O:26])=[S:29])[n:12][cH:13][c:14]2[Br:15])[cH:17][cH:18]1. Reactants: C#CCC(C=CC=CC#CC(CCCC(=O)OC)O[Si](C)(C)C(C)(C)C)O[Si](C)(C)C(C)(C)C, CCC(C=CI)O[Si](C)(C)C(C)(C)C. Product: CCC(C=CC#CCC(C=CC=CC#CC(CCCC(=O)OC)O[Si](C)(C)C(C)(C)C)O[Si](C)(C)C(C)(C)C)O[Si](C)(C)C(C)(C)C. RXN SMILES: [C:15]([CH3:16])([CH3:17])([CH3:18])[Si:19]([O:20][CH:21]([CH2:22][CH2:23][CH2:24][C:25](=[O:26])[O:27][CH3:28])[C:29]#[C:30][CH:31]=[CH:32][CH:33]=[CH:34][CH:35]([CH2:36][C:37]#[CH:38])[O:39][Si:40]([CH3:41])([CH3:42])[C:43]([CH3:44])([CH3:45])[CH3:46])([CH3:47])[CH3:48].[C:1]([CH3:2])([CH3:3])([CH3:4])[Si:5]([CH3:6])([CH3:7])[O:8][CH:9]([CH:10]=[CH:11][I:12])[CH2:13][CH3:14]>>[C:1]([CH3:2])([CH3:3])([CH3:4])[Si:5]([CH3:6])([CH3:7])[O:8][CH:9]([CH:10]=[CH:11][C:38]#[C:37][CH2:36][CH:35]([CH:34]=[CH:33][CH:32]=[CH:31][C:30]#[C:29][CH:21]([O:20][Si:19]([C:15]([CH3:16])([CH3:17])[CH3:18])([CH3:47])[CH3:48])[CH2:22][CH2:23][CH2:24][C:25](=[O:26])[O:27][CH3:28])[O:39][Si:40]([CH3:41])([CH3:42])[C:43]([CH3:44])([CH3:45])[CH3:46])[CH2:13][CH3:14].